This data is from the Open Reaction Database (ORD), a public repository of structured organic reaction records. The task is: describe an organic reaction: reactants, conditions, products, and yield Starting materials: C([C@@H](O)C1=CC=CC=C1)(=O)O ((S)(+)-Mandelic acid). The reagents and catalysts are [Rh] (rhodium-on-alumina). Run in CO (methanol). Product: C([C@@H](O)C1CCCCC1)(=O)O ((S)(+)-Hexahydromandelic Acid). As a reaction SMILES: [C:1]([OH:11])(=[O:10])[C@H:2]([C:4]1[CH:9]=[CH:8][CH:7]=[CH:6][CH:5]=1)[OH:3]>CO.[Rh]>[C:1]([OH:11])(=[O:10])[C@H:2]([CH:4]1[CH2:9][CH2:8][CH2:7][CH2:6][CH2:5]1)[OH:3]. Reported procedure: (S)(+)-Mandelic acid (76.0 g) was dissolved in 440 ml methanol containing 5 ml glacial acetic acid. The phenyl ring was entirely reduced in the presence of 5 gm. of 5% rhodium-on-alumina catalyst under 100 psi H2 pressure in 10 hrs. Following filtration of the solution through Celite® (diatomaceous earth) to remove the catalyst, the methanol was removed via a rotary evaporator. The resulting white solid was dissolved in 1 liter (l) of hot diethyl ether and filtered while hot. The volume of the s... Starting materials: BrC1=C2CC(C(C2=CC=2CCCC12)=O)C (4-bromo-2-methyl-3,5,6,7-tetrahydro-s-indacen-1(2H)-one), C(CO)O (ethylene glycol), C1(=CC=CC=C1)B(O)O (phenylboronic acid), C([O-])([O-])=O.[Na+].[Na+] (sodium carbonate). Reagents/catalysts: C(C)(=O)[O-].[Pd+2].C(C)(=O)[O-] (palladium (II) acetate), C1=CC(=CC(=C1)S(=O)(=O)[O-])P(C2=CC(=CC=C2)S(=O)(=O)[O-])C3=CC(=CC=C3)S(=O)(=O)[O-].[Na+].[Na+].[Na+] (3,3′,3″-phoshinidynetris(benzenesulfonic acid)trisodium salt). The solvent is O (water), O (water), O (water). Run at temperature 80 celsius. Product: C1(=CC=CC=C1)C1=C2CC(C(C2=CC=2CCCC12)=O)C (4-phenyl-2-methyl-3,5,6,7-tetrahydro-s-indacen-1(2H)-one). Yield: 97.1%. Reaction SMILES: Br[C:2]1[C:13]2[CH2:12][CH2:11][CH2:10][C:9]=2[CH:8]=[C:7]2[C:3]=1[CH2:4][CH:5]([CH3:15])[C:6]2=[O:14].[C:16]1(B(O)O)[CH:21]=[CH:20][CH:19]=[CH:18][CH:17]=1.C(=O)([O-])[O-].[Na+].[Na+].C(O)CO>O.C([O-])(=O)C.[Pd+2].C([O-])(=O)C.C1C=C(S([O-])(=O)=O)C=C(P(C2C=CC=C(S([O-])(=O)=O)C=2)C2C=CC=C(S([O-])(=O)=O)C=2)C=1.[Na+].[Na+].[Na+]>[C:16]1([C:2]2[C:13]3[CH2:12][CH2:11][CH2:10][C:9]=3[CH:8]=[C:7]3[C:3]=2[CH2:4][CH:5]([CH3:15])[C:6]3=[O:14])[CH:21]=[CH:20][CH:19]=[CH:18][CH:17]=1 |f:2.3.4,7.8.9,10.11.12.13|. Procedure: 10 g (37.7 mmol) of 4-Bromo-2-methyl-3,5,6,7-tetrahydro-s-indacen-1(2H)-one (1b), 5.5 g (45.3 mmol) of phenylboronic acid, 8.8 g (80 mmol) of sodium carbonate, 80 ml of ethylene glycol and 12 ml of water were placed under a protective argon atmosphere and heated to 80° C. While stirring vigorously freshly prepared catalyst solution of 20 mg of palladium (II) acetate, 260 mg of 3,3′,3″-phoshinidynetris(benzenesulfonic acid)trisodium salt (TPPTS) in 4 ml of water were added to the reaction and the... The reactants are FC(C(=O)O)(F)F.CC1N(C2=CC=CC(=C2CC1)N1CCNCC1)S(=O)(=O)C1=CC=C(C=C1)C (1,2,3,4-tetrahydro-2-methyl-5-(piperazin-1-yl)-1-(4-methyl benzenesulfonyl)-quinoline trifluoroacetate), [H-].[Na+] (NaH), CI (MeI). The solvent is CN(C)C=O (DMF). Conditions: temperature 0 celsius, time 1 hour. The product is FC(C(=O)O)(F)F.CC1N(C2=CC=CC(=C2CC1)N1CCN(CC1)C)S(=O)(=O)C1=CC=C(C=C1)C (1,2,3,4-tetrahydro-2-methyl-5-(4-methylpiperazin-1-yl)-1-(4-methyl benzene-sulfonyl)quinoline trifluoroacetate). Reaction SMILES: [F:1][C:2]([F:7])([F:6])[C:3]([OH:5])=[O:4].[CH3:8][CH:9]1[CH2:18][CH2:17][C:16]2[C:11](=[CH:12][CH:13]=[CH:14][C:15]=2[N:19]2[CH2:24][CH2:23][NH:22][CH2:21][CH2:20]2)[N:10]1[S:25]([C:28]1[CH:33]=[CH:32][C:31]([CH3:34])=[CH:30][CH:29]=1)(=[O:27])=[O:26].[H-].[Na+].CI>CN(C=O)C>[F:1][C:2]([F:7])([F:6])[C:3]([OH:5])=[O:4].[CH3:8][CH:9]1[CH2:18][CH2:17][C:16]2[C:11](=[CH:12][CH:13]=[CH:14][C:15]=2[N:19]2[CH2:20][CH2:21][N:22]([CH3:2])[CH2:23][CH2:24]2)[N:10]1[S:25]([C:28]1[CH:29]=[CH:30][C:31]([CH3:34])=[CH:32][CH:33]=1)(=[O:27])=[O:26] |f:0.1,2.3,6.7|. Reported procedure: 0.26 g (0.52 mmol) of 1,2,3,4-tetrahydro-2-methyl-5-(piperazin -1-yl)-1-(4-methylbenzenesulfonyl)quinoline prepared in example 14 and 67 mg (1.56 mmol, 45%) NaH was dissolved in 2 mL DMF at 0° C. After stirring 1 h at 0° C., the mixture was cooled to −78° C. and MeI was added (32 μL, 0.52 mmol). The reaction mixture was stirred over 1 night at room temperature After evaporating the solvent, the residue was dissolved in 15 mL water and extracted with EtOAc. The crude product was purified by colum...